This data is from the Open Reaction Database (ORD), a public repository of structured organic reaction records. The task is: describe an organic reaction: reactants, conditions, products, and yield Starting materials: C1(=CC=C(C=C1)S(=O)(=O)OCCCCCCCCCC=C)C (10-undecenyl p-toluenesulfonate), OC=1C=C(C(=CC1)C1=CC=CC=C1)C(=O)OCC (ethyl p-hydroxybiphenylcarboxylate), CN(C=O)C (dimethylformamide), CN(C=O)C (DMF), [H-].[Na+] (sodium hydride). The solvent is O (water). Product: C(CCCCCCCCC=C)OC=1C=C(C(=CC1)C1=CC=CC=C1)C(=O)OCC (ethyl p-(10-undecenyl)oxybiphenylcarboxylate). The yield is 85.9%. As a reaction SMILES: C1(C)C=CC(S(O[CH2:11][CH2:12][CH2:13][CH2:14][CH2:15][CH2:16][CH2:17][CH2:18][CH2:19][CH:20]=[CH2:21])(=O)=O)=CC=1.[OH:23][C:24]1[CH:25]=[C:26]([C:36]([O:38][CH2:39][CH3:40])=[O:37])[C:27]([C:30]2[CH:35]=[CH:34][CH:33]=[CH:32][CH:31]=2)=[CH:28][CH:29]=1.CN(C)C=O.[H-].[Na+]>O>[CH2:21]([O:23][C:24]1[CH:25]=[C:26]([C:36]([O:38][CH2:39][CH3:40])=[O:37])[C:27]([C:30]2[CH:35]=[CH:34][CH:33]=[CH:32][CH:31]=2)=[CH:28][CH:29]=1)[CH2:20][CH2:19][CH2:18][CH2:17][CH2:16][CH2:15][CH2:14][CH2:13][CH:12]=[CH2:11] |f:3.4|. Procedure details: The above-prepared 6.20 g (19.1 mM) of 10-undecenyl p-toluenesulfonate, 4.62 g (19.1 mM) of ethyl p-hydroxybiphenylcarboxylate and 6 ml of dimethylformamide (DMF) were mixed and sufficiently stirred. To the mixture, 0.77 g (19.3 mM) of 60% -sodium hydride was added, followed by heat-refluxing for 7 hours. After the reaction, the reaction mixture was subjected to distilling-off of DMF and addition of water, followed by extraction with ether to obtain an extract. The extract was dried with anhydro...